Dataset: the Open Reaction Database (ORD), a public repository of structured organic reaction records. Task: describe an organic reaction: reactants, conditions, products, and yield Product: COc1ccc(-c2ccc(F)c([N+](=O)[O-])c2)cc1. Starting materials: O=[N+]([O-])c1cc(Br)ccc1F, COc1ccc(B(O)O)cc1, Cc1ccccc1, CCO, [Na+], [Na+], O=C([O-])[O-], c1ccc(P(c2ccccc2)(c2ccccc2)[Pd](P(c2ccccc2)(c2ccccc2)c2ccccc2)(P(c2ccccc2)(c2ccccc2)c2ccccc2)P(c2ccccc2)(c2ccccc2)c2ccccc2)cc1. RXN SMILES: [Br:12][c:13]1[cH:14][cH:15][c:16]([F:22])[c:17]([N+:19](=[O:20])[O-:21])[cH:18]1.[CH3:1][O:2][c:3]1[cH:4][cH:5][c:6]([B:9]([OH:10])[OH:11])[cH:7][cH:8]1.[CH3:29][c:30]1[cH:31][cH:32][cH:33][cH:34][cH:35]1.[CH3:36][CH2:37][OH:38].[Na+:23].[Na+:24].[O-:25][C:26](=[O:27])[O-:28].[cH:39]1[cH:40][cH:41][c:42]([P:43]([Pd:44]([P:45]([c:46]2[cH:47][cH:48][cH:49][cH:50][cH:51]2)([c:52]2[cH:53][cH:54][cH:55][cH:56][cH:57]2)[c:58]2[cH:59][cH:60][cH:61][cH:62][cH:63]2)([P:64]([c:65]2[cH:66][cH:67][cH:68][cH:69][cH:70]2)([c:71]2[cH:72][cH:73][cH:74][cH:75][cH:76]2)[c:77]2[cH:78][cH:79][cH:80][cH:81][cH:82]2)[P:83]([c:84]2[cH:85][cH:86][cH:87][cH:88][cH:89]2)([c:90]2[cH:91][cH:92][cH:93][cH:94][cH:95]2)[c:96]2[cH:97][cH:98][cH:99][cH:100][cH:101]2)([c:102]2[cH:103][cH:104][cH:105][cH:106][cH:107]2)[c:108]2[cH:109][cH:110][cH:111][cH:112][cH:113]2)[cH:114][cH:115]1>>[CH3:1][O:2][c:3]1[cH:4][cH:5][c:6](-[c:13]2[cH:14][cH:15][c:16]([F:22])[c:17]([N+:19](=[O:20])[O-:21])[cH:18]2)[cH:7][cH:8]1.